Dataset: the Open Reaction Database (ORD), a public repository of structured organic reaction records. Task: describe an organic reaction: reactants, conditions, products, and yield The reactants are O=C1N(C2=CC=CC=C2C12COC=1C2=CC2=C(OCO2)C1)CC=1C=C(C(=O)OC)C=CC1 (methyl 3-[(2′-oxospiro[furo[2,3-f][1,3]benzodioxole-7,3′-indol]-1′(2′H)-yl)methyl]benzoate), O=C1N(C2=CC=CC=C2C12COC=1C2=CC2=C(OCO2)C1)CC1=C(C(=O)OC)C=CC=C1 (methyl 2-[(2′-oxospiro[furo[2,3-f][1,3]benzodioxole-7,3′-indol]-1′(2′H)-yl)methyl]benzoate). Product: O=C1N(C2=CC=CC=C2C12COC=1C2=CC2=C(OCO2)C1)CC=1C=C(C(=O)O)C=CC1 (3-[(2′-oxospiro[furo[2,3-f][1,3]benzodioxole-7,3′-indol]-1′(2′H)-yl)methyl]benzoic acid). RXN SMILES: [O:1]=[C:2]1[C:10]2([C:14]3=[CH:15][C:16]4[O:20][CH2:19][O:18][C:17]=4[CH:21]=[C:13]3[O:12][CH2:11]2)[C:9]2[C:4](=[CH:5][CH:6]=[CH:7][CH:8]=2)[N:3]1[CH2:22][C:23]1[CH:24]=[C:25]([CH:30]=[CH:31][CH:32]=1)[C:26]([O:28]C)=[O:27].O=C1C2(C3=CC4OCOC=4C=C3OC2)C2C(=CC=CC=2)N1CC1C=CC=CC=1C(OC)=O>>[O:1]=[C:2]1[C:10]2([C:14]3=[CH:15][C:16]4[O:20][CH2:19][O:18][C:17]=4[CH:21]=[C:13]3[O:12][CH2:11]2)[C:9]2[C:4](=[CH:5][CH:6]=[CH:7][CH:8]=2)[N:3]1[CH2:22][C:23]1[CH:24]=[C:25]([CH:30]=[CH:31][CH:32]=1)[C:26]([OH:28])=[O:27]. Reported procedure: Following the procedure described in EXAMPLE 6, and making non-critical variations using methyl 3-[(2′-oxospiro[furo[2,3-f][1,3]benzodioxole-7,3′-indol]-1′(2′H)-yl)methyl]benzoate to replace methyl 2-[(2′-oxospiro[furo[2,3-f][1,3]benzodioxole-7,3′-indol]-1′(2′H)-yl)methyl]benzoate, the title compound was obtained (100%): 1H NMR (300 MHz, CDCl3) δ 13.03 (s, 1H), 7.86-7.80 (m, 2H), 7.59-7.57 (m, 1H), 7.48-7.44 (m, 1H), 7.25-7.16 (m, 2H), 7.03-6.95 (m, 2H), 6.68 (s, 1H), 6.18 (s, 1H), 5.90 (s, 2H),... Reported procedure: The compound of Example 21 is prepared analogously to the compound of Example 3, with 4,6-dichloro-2-phenylpyrimidine being replaced by 4,6-dichloro-2-propylpyrimidine and 3-methylbutanol by 2-ethylhexanol. Yields the product ClC1=CC(=NC(=N1)CCC)OCC(CCCC)CC (6-chloro-4-(2-ethylhexyloxy)-2-propylpyrimidine). As a reaction SMILES: [Cl:1][C:2]1[N:7]=[C:6]([C:8]2[CH:13]=[CH:12]C=CC=2)[N:5]=[C:4]([O:14][CH2:15][CH2:16][CH:17]([CH3:19])C)[CH:3]=1.ClC1C=C(Cl)N=[C:23]([C:28]2C=CC=[CH:30][CH:29]=2)N=1.ClC1C=C(Cl)N=C(CCC)N=1.C(C(CCCC)CO)C>CC(C)CCO>[Cl:1][C:2]1[N:7]=[C:6]([CH2:8][CH2:13][CH3:12])[N:5]=[C:4]([O:14][CH2:15][CH:16]([CH2:17][CH3:19])[CH2:23][CH2:28][CH2:29][CH3:30])[CH:3]=1. The solvent is CC(CCO)C (3-methylbutanol). Starting materials: C(C)C(CO)CCCC (2-ethylhexanol), ClC1=CC(=NC(=N1)C1=CC=CC=C1)OCCC(C)C (6-chloro-4-(3-methylbut-1-oxy)-2-phenylpyrimidine), ClC1=NC(=NC(=C1)Cl)C1=CC=CC=C1 (4,6-dichloro-2-phenylpyrimidine), ClC1=NC(=NC(=C1)Cl)CCC (4,6-dichloro-2-propylpyrimidine). Reactants: O=C(Cl)c1ccccc1, Cl, O=C(O)C1CCCNC1, [Na+], [OH-]. The product is O=C(O)C1CCCN(C(=O)c2ccccc2)C1. As a reaction SMILES: [C:10]([c:11]1[cH:12][cH:13][cH:14][cH:15][cH:16]1)(=[O:17])[Cl:18].[ClH:19].[NH:1]1[CH2:2][CH:3]([C:4](=[O:5])[OH:6])[CH2:7][CH2:8][CH2:9]1.[Na+:21].[OH-:20]>>[N:1]1([C:10]([c:11]2[cH:12][cH:13][cH:14][cH:15][cH:16]2)=[O:17])[CH2:2][CH:3]([C:4](=[O:5])[OH:6])[CH2:7][CH2:8][CH2:9]1. The reactants are NC=1N=NC=CC1 (3-aminopyridazine), C([O-])(O)=O.[Na+] (sodium bicarbonate), [H-].[Na+] (sodium hydride), [N+](=O)([O-])C1=CC=C(C=C1)OC(=O)N1CC(C1)OC1=NC=C(C=C1)I (3-(5-iodo-pyridin-2-yloxy)-azetidine-1-carboxylic acid 4-nitro-phenyl ester). The solvent is CN(C)C=O (DMF), CN(C)C=O (DMF), CN(C)C=O (DMF). Conditions: time 1.5 hour. Yields the product N1=NC(=CC=C1)NC(=O)N1CC(C1)OC1=NC=C(C=C1)I (3-(5-Iodo-pyridin-2-yloxy)-azetidine-1-carboxylic acid pyridazin-3-ylamide). The yield is 72.0%. Reaction SMILES: [H-].[Na+].[NH2:3][C:4]1[N:5]=[N:6][CH:7]=[CH:8][CH:9]=1.[N+](C1C=CC([O:19][C:20]([N:22]2[CH2:25][CH:24]([O:26][C:27]3[CH:32]=[CH:31][C:30]([I:33])=[CH:29][N:28]=3)[CH2:23]2)=O)=CC=1)([O-])=O.C(=O)(O)[O-].[Na+]>CN(C=O)C>[N:6]1[CH:7]=[CH:8][CH:9]=[C:4]([NH:3][C:20]([N:22]2[CH2:23][CH:24]([O:26][C:27]3[CH:32]=[CH:31][C:30]([I:33])=[CH:29][N:28]=3)[CH2:25]2)=[O:19])[N:5]=1 |f:0.1,4.5|. Procedure: To an ice-bath cooled solution of sodium hydride (60 wt % in mineral oil, (2.1 g, 52.4 mmol) in DMF (50 mL) under nitrogen atmosphere was added (dropwise) a solution of 3-aminopyridazine (2.74 g, 28.79 mmol) in DMF (50 mL). After several minute a solution of 3-(5-iodo-pyridin-2-yloxy)-azetidine-1-carboxylic acid 4-nitro-phenyl ester (Example 5, step 3); 11.54 g, 26.18 mmol) in DMF (40 mL) was added. After 5 min the cooling bath was removed and reaction allowed to warm to ambient temperature and ... The yield is 88.8%. The product is ClC=1C=C2C=C(NC2=CC1)C(=O)N[C@H]1COC2=C(NC1=O)C=CC=C2 ((S)-3-(5-chloroindole-2-carbonylamino)-2,3-dihydro-1,5-benzoxazepin-4(5H)-one). As a reaction SMILES: Cl.[NH2:2][C@@H:3]1[C:9](=[O:10])[NH:8][C:7]2[CH:11]=[CH:12][CH:13]=[CH:14][C:6]=2[O:5][CH2:4]1.[Cl:15][C:16]1[CH:17]=[C:18]2[C:22](=[CH:23][CH:24]=1)[NH:21][C:20]([C:25](O)=[O:26])=[CH:19]2.ON1C2N=CC=CC=2N=N1.Cl.CN(C)CCCN=C=NCC.C(N(C(C)C)CC)(C)C>O1CCCC1>[Cl:15][C:16]1[CH:17]=[C:18]2[C:22](=[CH:23][CH:24]=1)[NH:21][C:20]([C:25]([NH:2][C@@H:3]1[C:9](=[O:10])[NH:8][C:7]3[CH:11]=[CH:12][CH:13]=[CH:14][C:6]=3[O:5][CH2:4]1)=[O:26])=[CH:19]2 |f:0.1,4.5|. The solvent is O1CCCC1 (tetrahydrofuran). Reported procedure: Alternatively, to a mixture of (S)-3-amino-2,3-dihydro-1,5-benzoxazepin-4(5H)-one hydrochloride salt (54 mg) (prepared in Itoh, et al., Chem. Pharm. Bull. 1986, 34, 1128–1147), tetrahydrofuran (10 mL), 5-chloroindole-2-carboxylic acid (39 mg), 1-hydroxy-7-azabenzotriazole (31 mg), and 1-[3-(dimethylamino)propyl]-3-ethylcarbodiimide hydrochloride (57 mg) stirring at room temperature under argon was added diisopropylethylamine (65 mg). The resulting yellow suspension was stirred for 30 min, during... The reactants are C(C)(C)N(CC)C(C)C (diisopropylethylamine), Cl.N[C@H]1COC2=C(NC1=O)C=CC=C2 ((S)-3-amino-2,3-dihydro-1,5-benzoxazepin-4(5H)-one hydrochloride salt), ClC=1C=C2C=C(NC2=CC1)C(=O)O (5-chloroindole-2-carboxylic acid), ON1N=NC2=C1N=CC=C2 (1-hydroxy-7-azabenzotriazole), Cl.CN(CCCN=C=NCC)C (1-[3-(dimethylamino)propyl]-3-ethylcarbodiimide hydrochloride). The reactants are OC1=CC=C(CCO)C=C1 (4-Hydroxyphenethyl alcohol), Compound, C1=CC=NC=C1.O=S(=O)=O (Pyridine-sulfur trioxide), alcohol, TEA. The solvent is CS(=O)C (dimethylsulfoxide), CS(=O)C (dimethylsulfoxide), C(Cl)Cl (CH2Cl2), Heterocycles. Product: OC1=CC=C(C=C1)CC=O (4-hydroxyphenylacetaldehyde). The yield is 49.1%. RXN SMILES: [OH:1][C:2]1[CH:10]=[CH:9][C:5]([CH2:6][CH2:7][OH:8])=[CH:4][CH:3]=1.C1C=CN=CC=1.O=S(=O)=O>CS(C)=O.C(Cl)Cl>[OH:1][C:2]1[CH:10]=[CH:9][C:5]([CH2:6][CH:7]=[O:8])=[CH:4][CH:3]=1 |f:1.2|. Procedure details: 4-hydroxyphenylacetaldehyde (15) was synthesized as described in Heterocycles, 2000, 53, 777-784. 4-Hydroxyphenethyl alcohol (Compound 141.0 g, 7.3 mmol, Aldrich) was dissolved in dimethylsulfoxide (8 mL, Aldrich). With stirring, TEA (2.2 mL, 16 mmol, Aldrich) was added slowly. Pyridine-sulfur trioxide (SO3.py) complex (2.5 g, 16 mmol, Aldrich) was completely dissolved in dimethylsulfoxide (9 mL, Aldrich) and this solution was added drop-wise to the alcohol, with vigorous stirring. After stirrin... Yields the product CCCOc1cnc(CNC=C2C(=O)NC(=O)c3ccc(C(C)(C)C)cc32)cc1O. Reactants: COC=C1C(=O)NC(=O)c2ccc(C(C)(C)C)cc21, CN(C)C=O, CCCOc1cnc(CN)cc1O. RXN SMILES: [C:1]([CH3:2])([CH3:3])([CH3:4])[c:5]1[cH:6][c:7]2[c:12]([cH:13][cH:14]1)[C:11](=[O:15])[NH:10][C:9](=[O:16])[C:8]2=[CH:17][O:18][CH3:19].[CH3:33][N:34]([CH3:35])[CH:36]=[O:37].[NH2:20][CH2:21][c:22]1[n:23][cH:24][c:25]([O:29][CH2:30][CH2:31][CH3:32])[c:26]([OH:28])[cH:27]1>>[C:1]([CH3:2])([CH3:3])([CH3:4])[c:5]1[cH:6][c:7]2[c:12]([cH:13][cH:14]1)[C:11](=[O:15])[NH:10][C:9](=[O:16])[C:8]2=[CH:17][NH:20][CH2:21][c:22]1[n:23][cH:24][c:25]([O:29][CH2:30][CH2:31][CH3:32])[c:26]([OH:28])[cH:27]1.